This data is from the Open Reaction Database (ORD), a public repository of structured organic reaction records. The task is: describe an organic reaction: reactants, conditions, products, and yield The reactants are C1CCOC1, CCOC(=O)c1cnc2ccc(-c3sc(C)nc3C)cn12, CO, [Li+], [OH-], O=C(O)CC(O)(CC(=O)O)C(=O)O. Yields the product Cc1nc(C)c(-c2ccc3ncc(C(=O)O)n3c2)s1. Reaction SMILES: [CH2:37]1[O:38][CH2:39][CH2:40][CH2:41]1.[CH3:1][c:2]1[s:3][c:4](-[c:8]2[cH:9][cH:10][c:11]3[n:12]([cH:13]2)[c:14]([C:17](=[O:18])[O:19][CH2:20][CH3:21])[cH:15][n:16]3)[c:5]([CH3:7])[n:6]1.[CH3:42][OH:43].[Li+:23].[OH-:22].[OH:24][C:25]([CH2:26][C:27]([C:28](=[O:29])[OH:30])([CH2:31][C:32](=[O:33])[OH:34])[OH:35])=[O:36]>>[CH3:1][c:2]1[s:3][c:4](-[c:8]2[cH:9][cH:10][c:11]3[n:12]([cH:13]2)[c:14]([C:17](=[O:18])[OH:19])[cH:15][n:16]3)[c:5]([CH3:7])[n:6]1.